Dataset: the Open Reaction Database (ORD), a public repository of structured organic reaction records. Task: describe an organic reaction: reactants, conditions, products, and yield Starting materials: CC(C)(C)[Si](C)(C)OCCCBr, O=C([O-])[O-], CN(C)C=O, Clc1ncnc2cc[nH]c12, [Cs+], [Cs+], O. The product is CC(C)(C)[Si](C)(C)OCCCn1ccc2ncnc(Cl)c21. Reaction SMILES: [Br:17][CH2:18][CH2:19][CH2:20][O:21][Si:22]([CH3:23])([CH3:24])[C:25]([CH3:26])([CH3:27])[CH3:28].[C:11](=[O:12])([O-:13])[O-:14].[CH3:29][N:30]([CH3:31])[CH:32]=[O:33].[Cl:1][c:2]1[c:3]2[c:4]([n:5][cH:6][n:7]1)[cH:8][cH:9][nH:10]2.[Cs+:15].[Cs+:16].[OH2:34]>>[Cl:1][c:2]1[c:3]2[c:4]([n:5][cH:6][n:7]1)[cH:8][cH:9][n:10]2[CH2:18][CH2:19][CH2:20][O:21][Si:22]([CH3:23])([CH3:24])[C:25]([CH3:26])([CH3:27])[CH3:28]. As a reaction SMILES: [CH3:1][C:2]([CH3:23])([CH3:22])[C:3]#[C:4]/[CH:5]=[CH:6]/[CH2:7][N:8]([CH2:10][C:11]1[CH:12]=[C:13]([C:18](O)([CH3:20])[CH3:19])[CH:14]=[CH:15][C:16]=1[CH3:17])[CH3:9].P(Cl)(Cl)(Cl)=O.O.[OH-].[Na+]>N1C=CC=CC=1>[CH3:1][C:2]([CH3:23])([CH3:22])[C:3]#[C:4]/[CH:5]=[CH:6]/[CH2:7][N:8]([CH2:10][C:11]1[CH:12]=[C:13]([C:18]([CH3:20])=[CH2:19])[CH:14]=[CH:15][C:16]=1[CH3:17])[CH3:9] |f:3.4|. The yield is 85.6%. The product is CC(C#C/C=C/CN(C)CC1=C(C=CC(=C1)C(=C)C)C)(C)C (trans-N-(6,6-Dimethyl-2-hepten-4-ynyl)-N-methyl-(5-isopropenyl-2-methylbenzyl)amine). Run at temperature 135 celsius, time 1 hour. The reactants are [OH-].[Na+] (sodium hydroxide), CC(C#C/C=C/CN(C)CC=1C=C(C=CC1C)C(C)(C)O)(C)C (trans-2-[3-{N-(6,6-Dimethyl-2-hepten-4-ynyl)-N-methylaminomethyl}-4-methylphenyl]-2-propanol), O (water), P(=O)(Cl)(Cl)Cl (phosphorus oxychloride). The solvent is N1=CC=CC=C1 (pyridine). Procedure details: Compound 33 (520 mg; 1.66 mmol) was dissolved in pyridine (6 ml), and phosphorus oxychloride (1.27 g; 8.3 mmol) was added thereto. The mixture was stirred for 1 hour at 130-140° C., and then cooled. The reaction mixture was poured into water, and alkalinized with sodium hydroxide pellet. The mixture was extracted with ether (120 ml), and dried over magnesium sulfate. The solvent was evaporated under reduced pressure, and the residue was purified by silica gel column chromatography (n-hexane:ethy... The reactants are C=O (formalin), [OH-] (hydroxide), C1=CC2=C(C(=C1)C=O)C(=CC=C2)C(=O)O (naphthaldehydic acid). Yields the product C1C2=CC=CC3=C2C(=CC=C3)C(=O)O1 (Peri - NAPHTHALIDE). As a reaction SMILES: C=O.[OH-].[CH:4]1[CH:9]=[C:8]([CH:10]=O)[C:7]2[C:12]([C:16]([OH:18])=[O:17])=[CH:13][CH:14]=[CH:15][C:6]=2[CH:5]=1>>[CH2:10]1[O:18][C:16](=[O:17])[C:12]2=[CH:13][CH:14]=[CH:15][C:6]3=[C:7]2[C:8]1=[CH:9][CH:4]=[CH:5]3. Procedure: Prepared by the action of formalin and postasium hydroxide on peri-naphthaldehydic acid by the method of Fuson et. al. (J. Amer. Chem. Soc. 71, 1870). Reactants: CC(C)(C)OC(=O)CCc1ccc(OCc2cccc(-c3ccccc3CO)c2)cc1, O=C(O)C(F)(F)F. Yields the product O=C(O)CCc1ccc(OCc2cccc(-c3ccccc3CO)c2)cc1. As a reaction SMILES: [OH:1][CH2:2][c:3]1[c:4](-[c:9]2[cH:10][c:11]([CH2:15][O:16][c:17]3[cH:18][cH:19][c:20]([CH2:23][CH2:24][C:25](=[O:26])[O:27][C:28]([CH3:29])([CH3:30])[CH3:31])[cH:21][cH:22]3)[cH:12][cH:13][cH:14]2)[cH:5][cH:6][cH:7][cH:8]1.[OH:32][C:33]([C:34]([F:35])([F:36])[F:37])=[O:38]>>[OH:1][CH2:2][c:3]1[c:4](-[c:9]2[cH:10][c:11]([CH2:15][O:16][c:17]3[cH:18][cH:19][c:20]([CH2:23][CH2:24][C:25](=[O:26])[OH:27])[cH:21][cH:22]3)[cH:12][cH:13][cH:14]2)[cH:5][cH:6][cH:7][cH:8]1.